Task: describe an organic reaction: reactants, conditions, products, and yield. Dataset: the Open Reaction Database (ORD), a public repository of structured organic reaction records Starting materials: C(C)C1=CC2=C(N(C(NC2=O)=O)CC2=CC=C(C=C2)C=2C(=CC=CC2)C#N)S1 (4′-[(6-ethyl-2,4-dioxo-3,4-dihydrothieno[2,3-d]pyrimidin-1(2H)-yl)methyl]biphenyl-2-carbonitrile), Br.BrCC(=O)C1=CC=NC=C1 (2-bromo-1-pyridin-4-yl-ethanone hydrogen bromide), CN(C=O)C (N,N-dimethylformamide), [H-].[Na+] (sodium hydride). Run in O (water), C(C)(=O)OCC (ethyl acetate). Reaction conditions: time 20 hour. The product is C(C)C1=CC2=C(N(C(N(C2=O)CC(C2=CC=NC=C2)=O)=O)CC2=CC=C(C=C2)C=2C(=CC=CC2)C#N)S1 (4′-{[6-ethyl-2,4-dioxo-3-(2-oxo-2-pyridin-4-ylethyl)-3,4-dihydrothieno[2,3-d]pyrimidin-1(2H)-yl]methyl}biphenyl-2-carbonitrile). The yield is 15.3%. Reaction SMILES: [CH2:1]([C:3]1[S:28][C:6]2[N:7]([CH2:13][C:14]3[CH:19]=[CH:18][C:17]([C:20]4[C:21]([C:26]#[N:27])=[CH:22][CH:23]=[CH:24][CH:25]=4)=[CH:16][CH:15]=3)[C:8](=[O:12])[NH:9][C:10](=[O:11])[C:5]=2[CH:4]=1)[CH3:2].Br.Br[CH2:31][C:32]([C:34]1[CH:39]=[CH:38][N:37]=[CH:36][CH:35]=1)=[O:33].CN(C)C=O.[H-].[Na+]>O.C(OCC)(=O)C>[CH2:1]([C:3]1[S:28][C:6]2[N:7]([CH2:13][C:14]3[CH:19]=[CH:18][C:17]([C:20]4[C:21]([C:26]#[N:27])=[CH:22][CH:23]=[CH:24][CH:25]=4)=[CH:16][CH:15]=3)[C:8](=[O:12])[N:9]([CH2:31][C:32](=[O:33])[C:34]3[CH:39]=[CH:38][N:37]=[CH:36][CH:35]=3)[C:10](=[O:11])[C:5]=2[CH:4]=1)[CH3:2] |f:1.2,4.5|. Procedure: To a mixture of 4′-[(6-ethyl-2,4-dioxo-3,4-dihydrothieno[2,3-d]pyrimidin-1(2H)-yl)methyl]biphenyl-2-carbonitrile (1.0 g), 2-bromo-1-pyridin-4-yl-ethanone hydrogen bromide (1.09 g) and N,N-dimethylformamide (8 mL) was added 60% sodium hydride (0.31 g), and the mixture was stirred at room temperature for 20 hr. After allowing to cool to room temperature, ethyl acetate and water were added to the reaction mixture, and the mixture was extracted with ethyl acetate. The organic layer was successively ... Reactants: O=C1NC2=C(C=CC=C2C1)OC1=NC=CC=C1 (2-oxo-7-(2-pyridyloxy)indoline), [OH-].[Na+] (sodium hydroxide), O1CCOCC1 (dioxane). The solvent is O (water). Yields the product NC1=C(C=CC=C1OC1=NC=CC=C1)CC(=O)[O-].[Na+] (sodium 2-[2-amino-3-(2-pyridyloxy)phenyl]acetate). RXN SMILES: [O:1]=[C:2]1[CH2:10][C:9]2[C:4](=[C:5]([O:11][C:12]3[CH:17]=[CH:16][CH:15]=[CH:14][N:13]=3)[CH:6]=[CH:7][CH:8]=2)[NH:3]1.[OH-].[Na+:19].[O:20]1CCOCC1>O>[NH2:3][C:4]1[C:5]([O:11][C:12]2[CH:17]=[CH:16][CH:15]=[CH:14][N:13]=2)=[CH:6][CH:7]=[CH:8][C:9]=1[CH2:10][C:2]([O-:20])=[O:1].[Na+:19] |f:1.2,5.6|. Reported procedure: A mixture of 2-oxo-7-(2-pyridyloxy)indoline (2.9 g.), sodium hydroxide (1.3 g.), dioxane (20 ml.) and water (20 ml.) was refluxed under heating for 16 hours with stirring. Dioxane was distilled off from the reaction mixture under reduced pressure, and water was added to the residue. The solution was washed with ethyl acetate and filtered, and the filtrate was cooled. The precipitates were collected by filtration, washed with a small amount of cold water and dried to give needles of the captioned... Reactants: COC(=O)NCCc1ccc(C(=O)OC)c(S(=O)(=O)NC(C)(C)C)c1, CCOC(C)=O, CC(C)OC(C)C, O=C(O)C(F)(F)F. The product is COC(=O)NCCc1ccc(C(=O)OC)c(S(N)(=O)=O)c1. Reaction SMILES: [C:1]([CH3:2])([CH3:3])([CH3:4])[NH:5][S:6](=[O:7])(=[O:8])[c:9]1[c:10]([C:11](=[O:12])[O:13][CH3:14])[cH:15][cH:16][c:17]([CH2:19][CH2:20][NH:21][C:22](=[O:23])[O:24][CH3:25])[cH:18]1.[C:33]([O:34][CH2:35][CH3:36])(=[O:37])[CH3:38].[CH:26]([O:27][CH:28]([CH3:29])[CH3:30])([CH3:31])[CH3:32].[OH:39][C:40]([C:41]([F:42])([F:43])[F:44])=[O:45]>>[NH2:5][S:6](=[O:7])(=[O:8])[c:9]1[c:10]([C:11](=[O:12])[O:13][CH3:14])[cH:15][cH:16][c:17]([CH2:19][CH2:20][NH:21][C:22](=[O:23])[O:24][CH3:25])[cH:18]1. The reactants are CO, [K+], COC(=O)c1cc2cccc(-c3ccc(N4CCOCC4)cc3)c2s1, [OH-]. The product is O=C(O)c1cc2cccc(-c3ccc(N4CCOCC4)cc3)c2s1. As a reaction SMILES: [CH3:28][OH:29].[K+:27].[O:1]1[CH2:2][CH2:3][N:4]([c:7]2[cH:8][cH:9][c:10](-[c:13]3[cH:14][cH:15][cH:16][c:17]4[cH:18][c:19]([C:22](=[O:23])[O:24][CH3:25])[s:20][c:21]34)[cH:11][cH:12]2)[CH2:5][CH2:6]1.[OH-:26]>>[O:1]1[CH2:2][CH2:3][N:4]([c:7]2[cH:8][cH:9][c:10](-[c:13]3[cH:14][cH:15][cH:16][c:17]4[cH:18][c:19]([C:22](=[O:23])[OH:24])[s:20][c:21]34)[cH:11][cH:12]2)[CH2:5][CH2:6]1.